Dataset: the Open Reaction Database (ORD), a public repository of structured organic reaction records. Task: describe an organic reaction: reactants, conditions, products, and yield Run at time 5 hour. As a reaction SMILES: C[O:2][C:3](=[O:19])[C:4]1[CH:9]=[CH:8][C:7]([F:10])=[C:6]([O:11][C:12]2[CH:17]=[CH:16][N:15]=[C:14]([Cl:18])[CH:13]=2)[CH:5]=1.[OH-].[Li+].O.Cl>O1CCCC1>[Cl:18][C:14]1[CH:13]=[C:12]([O:11][C:6]2[CH:5]=[C:4]([CH:9]=[CH:8][C:7]=2[F:10])[C:3]([OH:19])=[O:2])[CH:17]=[CH:16][N:15]=1 |f:1.2|. Reported procedure: 3-(2-Chloropyridin-4-yloxy)-4-fluorobenzoic acid methyl ester (2.81 g, 10.0 mmol) was dissolved in tetrahydrofuran (15 mL) and mixed with 2M lithium hydroxide (15 mL, 30 mmol). The suspension was stirred for 5 h. To the reaction was added water, then extracted with EtOAc. The aqueous layer was treated with 6M HCl (5 mL, 30 mmol) and then extracted with EtOAc (3×25 mL). The extract was dried (MgSO4), filtered and evaporated to 3-(2-Chloropyridin-4-yloxy)-4-fluorobenzoic acid. Yield: 2.22 g, 83%. Solvent: O1CCCC1 (tetrahydrofuran). Product: ClC1=NC=CC(=C1)OC=1C=C(C(=O)O)C=CC1F (3-(2-Chloropyridin-4-yloxy)-4-fluorobenzoic acid). Reactants: Cl (HCl), COC(C1=CC(=C(C=C1)F)OC1=CC(=NC=C1)Cl)=O (3-(2-Chloropyridin-4-yloxy)-4-fluorobenzoic acid methyl ester), O (water), [OH-].[Li+] (lithium hydroxide). Reactants: ClCC=1N=C(SC1)C=1N=CN2C1CN(C(C1=C2C=CC(=C1)F)=O)C (3-(4-chloromethylthiazol-2-yl)-8-fluoro-5-methyl-5,6-dihydro-4H-imidazo[1,5-a][1,4]benzodiazepin-6-one), C(CC)NCCC (dipropylamine). The solvent is O1CCCC1 (tetrahydrofuran). Run at time 12 hour. Product: C(CC)N(CCC)CC=1N=C(SC1)C=1N=CN2C1CN(C(C1=C2C=CC(=C1)F)=O)C (3-(4-dipropylaminomethyl-thiazol-2-yl)-8-fluoro-5-methyl-5,6-dihydro-4H-imidazo[1,5-a][1,4]benzodiazepin-6-one). Isolated yield 28.9%. As a reaction SMILES: Cl[CH2:2][C:3]1[N:4]=[C:5]([C:8]2[N:9]=[CH:10][N:11]3[C:17]4[CH:18]=[CH:19][C:20]([F:22])=[CH:21][C:16]=4[C:15](=[O:23])[N:14]([CH3:24])[CH2:13][C:12]=23)[S:6][CH:7]=1.[CH2:25]([NH:28][CH2:29][CH2:30][CH3:31])[CH2:26][CH3:27]>O1CCCC1>[CH2:25]([N:28]([CH2:2][C:3]1[N:4]=[C:5]([C:8]2[N:9]=[CH:10][N:11]3[C:17]4[CH:18]=[CH:19][C:20]([F:22])=[CH:21][C:16]=4[C:15](=[O:23])[N:14]([CH3:24])[CH2:13][C:12]=23)[S:6][CH:7]=1)[CH2:29][CH2:30][CH3:31])[CH2:26][CH3:27]. Procedure details: A suspension of 1.0 g (0.00275 mol) of 3-(4-chloromethylthiazol-2-yl)-8-fluoro-5-methyl-5,6-dihydro-4H-imidazo[1,5-a][1,4]benzodiazepin-6-one in 50 ml of tetrahydrofuran was treated with 4.5 ml (0.033 mol) of dipropylamine. After stirring at 50° for 12 hrs. the solution obtained was completely freed from the solvents. The residue was chromatographed over silica gel with dichloromethane/methanol 19:1 as the eluent and recrystallized from hot isopropyl ether. There was obtained 0.34 g (29%) of 3-(... The reactants are BrC1=CC=C(C=N1)CO ((6-bromo-pyridin-3-yl)-methanol), C1(=CC=CC=C1)P(C1=CC=CC=C1)C1=CC=CC=C1 (triphenyl phosphine), C(Br)(Br)(Br)Br (carbon tetrabromide). Run in ClCCl (dichloromethane). Conditions: time 3 hour. The product is BrC1=NC=C(C=C1)CBr (2-bromo-5-bromomethyl-pyridine). The yield is 74.9%. As a reaction SMILES: [Br:1][C:2]1[N:7]=[CH:6][C:5]([CH2:8]O)=[CH:4][CH:3]=1.C1(P(C2C=CC=CC=2)C2C=CC=CC=2)C=CC=CC=1.C(Br)(Br)(Br)[Br:30]>ClCCl>[Br:1][C:2]1[CH:3]=[CH:4][C:5]([CH2:8][Br:30])=[CH:6][N:7]=1. Procedure details: To a solution of 0.91 g (6-bromo-pyridin-3-yl)-methanol in 10 mL of dichloromethane was added 1.88 g of triphenyl phosphine and 2.38 g of carbon tetrabromide. This mixture was stirred at room temperature for 3 hours. It was then concentrated on silica gel, eluted with heptane/ethyl acetate to provide 0.91 g of 2-bromo-5-bromomethyl-pyridine. Reactants: C(C)(C)(C)OC(=O)N1C(CCCC1)CN ((RS) 2-aminomethyl-piperidine-1-carboxylic acid tert butyl ester), ClC1=NC=CC=N1 (2-chloropyrimidine). Conditions: temperature 100 celsius. Product: C(C)(C)(C)OC(=O)N1C(CCCC1)CNC1=NC=CC=N1 ((RS) 2-(Pyrimidin-2-ylaminomethyl)-piperidine-1-carboxylic acid tert butyl ester). Reaction SMILES: [C:1]([O:5][C:6]([N:8]1[CH2:13][CH2:12][CH2:11][CH2:10][CH:9]1[CH2:14][NH2:15])=[O:7])([CH3:4])([CH3:3])[CH3:2].Cl[C:17]1[N:22]=[CH:21][CH:20]=[CH:19][N:18]=1>>[C:1]([O:5][C:6]([N:8]1[CH2:13][CH2:12][CH2:11][CH2:10][CH:9]1[CH2:14][NH:15][C:17]1[N:22]=[CH:21][CH:20]=[CH:19][N:18]=1)=[O:7])([CH3:4])([CH3:3])[CH3:2]. Reported procedure: A mixture of (RS) 2-aminomethyl-piperidine-1-carboxylic acid tert butyl ester (1.28 g) and 2-chloropyrimidine was heated at 100° C. for 48 hours. After cooling to room temperature the mixture was column chromatographed (silica gel, 0-10% (9:1 methanol/ammonia) in dichloromethane eluant) to give the title compound (0.42 g) as an oil. Starting materials: BrC=1C=CC(=C(C1)NC(C(F)(F)F)=O)CN1CCOCC1 (N-(5-bromo-2-morpholin-4-ylmethyl-phenyl)-2,2,2-trifluoro-acetamide), NC1=NC=C(C(=N1)N)CC=1C=C(C(=C(C1)OS(=O)(=O)C(C)CC)I)OCC (butane-2-sulphonic acid 5-(2,4-diamino-pyrimidin-5-ylmethyl)-3-ethoxy-2-iodo-phenyl ester). Yields the product NC=1C=C(C=CC1CN1CCOCC1)C1=C(C=C(C=C1OCC)CC=1C(=NC(=NC1)N)N)OS(=O)(=O)C(C)CC (Butane-2-sulphonic acid 3′-amino-4-(2,4-diamino-pyrimidin-5-ylmethyl)-6-ethoxy-4′-morpholin-4-ylmethyl-biphenyl-2-yl ester). The yield is 57.7%. RXN SMILES: Br[C:2]1[CH:3]=[CH:4][C:5]([CH2:15][N:16]2[CH2:21][CH2:20][O:19][CH2:18][CH2:17]2)=[C:6]([NH:8]C(=O)C(F)(F)F)[CH:7]=1.[NH2:22][C:23]1[N:28]=[C:27]([NH2:29])[C:26]([CH2:30][C:31]2[CH:32]=[C:33]([O:46][CH2:47][CH3:48])[C:34](I)=[C:35]([O:37][S:38]([CH:41]([CH2:43][CH3:44])[CH3:42])(=[O:40])=[O:39])[CH:36]=2)=[CH:25][N:24]=1>>[NH2:8][C:6]1[CH:7]=[C:2]([C:34]2[C:33]([O:46][CH2:47][CH3:48])=[CH:32][C:31]([CH2:30][C:26]3[C:27]([NH2:29])=[N:28][C:23]([NH2:22])=[N:24][CH:25]=3)=[CH:36][C:35]=2[O:37][S:38]([CH:41]([CH2:43][CH3:44])[CH3:42])(=[O:39])=[O:40])[CH:3]=[CH:4][C:5]=1[CH2:15][N:16]1[CH2:17][CH2:18][O:19][CH2:20][CH2:21]1. Procedure details: Starting from 308 mg (0.84 mmol) N-(5-bromo-2-morpholin-4-ylmethyl-phenyl)-2,2,2-trifluoro-acetamide and 214 mg (0.422 mmol) butane-2-sulphonic acid 5-(2,4-diamino-pyrimidin-5-ylmethyl)-3-ethoxy-2-iodo-phenyl ester, 139 mg of the title compound are obtained as pale brown crystals. Reactants: ClC1=C(C=C(C(=C1)Cl)OC)NC1=C2C(=NC=C1C#N)C=C(S2)I (7-[(2,4-dichloro-5-methoxyphenyl)amino]-2-iodothieno[3,2-b]pyridine-6-carbonitrile), C(CCC)[Sn](C1=CSC(=C1)C1OCCO1)(CCCC)CCCC (tributyl-(5-[1,3]dioxolan-2-yl-thiophen-3-yl)-stannane). The reagents and catalysts are Cl[Pd]([P](C1=CC=CC=C1)(C2=CC=CC=C2)C3=CC=CC=C3)([P](C4=CC=CC=C4)(C5=CC=CC=C5)C6=CC=CC=C6)Cl (bis(triphenylphosphine)palladium(II) chloride), Cl[Pd]([P](C1=CC=CC=C1)(C2=CC=CC=C2)C3=CC=CC=C3)([P](C4=CC=CC=C4)(C5=CC=CC=C5)C6=CC=CC=C6)Cl (bis(triphenylphosphine)palladium(II) chloride), Cl[Pd]([P](C1=CC=CC=C1)(C2=CC=CC=C2)C3=CC=CC=C3)([P](C4=CC=CC=C4)(C5=CC=CC=C5)C6=CC=CC=C6)Cl (bis(triphenylphosphine)palladium(II) chloride). The solvent is O1CCOCC1 (dioxane), O1CCOCC1 (dioxane). Yields the product ClC1=C(C=C(C(=C1)Cl)OC)NC1=C2C(=NC=C1C#N)C=C(S2)C2=CSC(=C2)C2OCCO2 (7-[(2,4-dichloro-5-methoxyphenyl)amino]-2-[5-(1,3-dioxolan-2-yl)thien-3-yl]thieno[3,2-b]pyridine-6-carbonitrile). Isolated yield 75.1%. Reaction SMILES: [Cl:1][C:2]1[CH:7]=[C:6]([Cl:8])[C:5]([O:9][CH3:10])=[CH:4][C:3]=1[NH:11][C:12]1[C:17]([C:18]#[N:19])=[CH:16][N:15]=[C:14]2[CH:20]=[C:21](I)[S:22][C:13]=12.C([Sn](CCCC)(CCCC)[C:29]1[CH:33]=[C:32]([CH:34]2[O:38][CH2:37][CH2:36][O:35]2)[S:31][CH:30]=1)CCC>O1CCOCC1.Cl[Pd](Cl)([P](C1C=CC=CC=1)(C1C=CC=CC=1)C1C=CC=CC=1)[P](C1C=CC=CC=1)(C1C=CC=CC=1)C1C=CC=CC=1>[Cl:1][C:2]1[CH:7]=[C:6]([Cl:8])[C:5]([O:9][CH3:10])=[CH:4][C:3]=1[NH:11][C:12]1[C:17]([C:18]#[N:19])=[CH:16][N:15]=[C:14]2[CH:20]=[C:21]([C:29]3[CH:33]=[C:32]([CH:34]4[O:38][CH2:37][CH2:36][O:35]4)[S:31][CH:30]=3)[S:22][C:13]=12 |^1:55,74|. Reported procedure: A mixture of 7-[(2,4-dichloro-5-methoxyphenyl)amino]-2-iodothieno[3,2-b]pyridine-6-carbonitrile (564 mg, 1.18 mmol), tributyl-(5-[1,3]dioxolan-2-yl-thiophen-3-yl)-stannane (680 mg, 1.52 mmol) and a pinch of bis(triphenylphosphine)palladium(II) chloride in 15 mL of dioxane is heated at reflux for 5 hours. Additional bis(triphenylphosphine)palladium(II) chloride is added and the reaction is heated at reflux overnight. Additional bis(triphenylphosphine)palladium(II) chloride and 10 mL of dioxane ar... Starting materials: NC1=NC(=C2NC=NC2=N1)Cl (2-Amino-6-chloropurine), N1CCC1 (Azetidine). The solvent is C(C)#N (acetonitrile). Conditions: temperature 62 celsius, time 24 hour. Yields the product NC1=NC(=C2N=CNC2=N1)N1CCC1 (2-Amino-6-azetidinyl-9-H-purine). Reaction SMILES: [NH2:1][C:2]1[N:10]=[C:9]2[C:5]([NH:6][CH:7]=[N:8]2)=[C:4](Cl)[N:3]=1.[NH:12]1[CH2:15][CH2:14][CH2:13]1>C(#N)C>[NH2:1][C:2]1[N:10]=[C:9]2[C:5]([N:6]=[CH:7][NH:8]2)=[C:4]([N:12]2[CH2:15][CH2:14][CH2:13]2)[N:3]=1. Procedure: 2-Amino-6-chloropurine (Sigma, lot #69F4064, 1.0 g, 5.8 mmol) was suspended in 50mL acetonitrile. Azetidine (Aldrich, lot #05606HV, 1.0 g, 17.5 mmol) was added and the reaction stirred at 62° C. for 24 hours. The solvents were evaporated to give a white solid which was recrystallized from methanol to yield 0.71 g (3.7 mmol, 65%); mp=280° C. Starting materials: C(C)OC(C(C)(C)OC1=C(C=C(C=C1)OCCC=1N=C(OC1C)C1=CC=C(C=C1)C1=CC=CC=C1)C)=O (2-{4-[2-(2-biphenyl-4-yl-5-methyloxazol-4-yl)-ethoxy]-2-methylphenoxy}-2-methylpropionic acid ethyl ester), [OH-].[Na+] (NaOH). Run in C1CCOC1 (THF), CO (methanol). Reaction conditions: temperature 55 celsius. The product is C1(=CC=C(C=C1)C=1OC(=C(N1)CCOC1=CC(=C(OC(C(=O)O)(C)C)C=C1)C)C)C1=CC=CC=C1 (2-{4-[2-(2-Biphenyl-4-yl-5-methyloxazol-4-yl)-ethoxy]-2-methylphenoxy}-2-methylpropionic acid). RXN SMILES: C([O:3][C:4](=[O:37])[C:5]([O:8][C:9]1[CH:14]=[CH:13][C:12]([O:15][CH2:16][CH2:17][C:18]2[N:19]=[C:20]([C:24]3[CH:29]=[CH:28][C:27]([C:30]4[CH:35]=[CH:34][CH:33]=[CH:32][CH:31]=4)=[CH:26][CH:25]=3)[O:21][C:22]=2[CH3:23])=[CH:11][C:10]=1[CH3:36])([CH3:7])[CH3:6])C.[OH-].[Na+]>C1COCC1.CO>[C:27]1([C:30]2[CH:31]=[CH:32][CH:33]=[CH:34][CH:35]=2)[CH:26]=[CH:25][C:24]([C:20]2[O:21][C:22]([CH3:23])=[C:18]([CH2:17][CH2:16][O:15][C:12]3[CH:13]=[CH:14][C:9]([O:8][C:5]([CH3:7])([CH3:6])[C:4]([OH:37])=[O:3])=[C:10]([CH3:36])[CH:11]=3)[N:19]=2)=[CH:29][CH:28]=1 |f:1.2|. Reported procedure: A solution of 2-{4-[2-(2-biphenyl-4-yl-5-methyloxazol-4-yl)-ethoxy]-2-methylphenoxy}-2-methylpropionic acid ethyl ester (11.8 mmol) in THF (30 mL) and methanol (60 mL) was treated with 5N aqueous NaOH (20 mL). The solution was heated at 55° C. for 1 h, cooled to ambient temperature, and concentrated in vacuo. The residue was treated with ice water (20 mL), acidified with 5N aqueous HCl (25 mL), and extracted with ethyl acetate (200 mL). The organic layer was washed with brine (40 mL), dried (Na2... The reactants are C1(=CC=CC=C1)O (phenol), C=1(C(=CC=CC1O)C)C(=O)[O-].[K+] (potassium meta cresolate), C(=O)=O (carbon dioxide), ( G ). The product is OC1=CC=C(C(=O)O)C=C1 (para-hydroxybenzoic acid). Isolated yield 73.2%. RXN SMILES: [C:1]1([OH:7])[CH:6]=[CH:5][CH:4]=[CH:3][CH:2]=1.C1([C:16]([O-:18])=[O:17])C(C)=CC=CC=1O.[K+].C(=O)=O>>[OH:7][C:1]1[CH:6]=[CH:5][C:4]([C:16]([OH:18])=[O:17])=[CH:3][CH:2]=1 |f:1.2|. Procedure: A pressure vessel was charged with 4.70 g of phenol, 25.57 g of potassium meta cresolate being in a dry powder form and 56 g of NeoSK 1400. With stirring, reaction was carried out at a carbon dioxide pressure of 9 kg/cm2 (G) and at 320° C. for one hour. An analysis of the reaction mixture after conversion to acid form showed a para-hydroxybenzoic acid yield of 73.2% on the basis of phenol.